From a dataset of the Open Reaction Database (ORD), a public repository of structured organic reaction records. describe an organic reaction: reactants, conditions, products, and yield Reactants: COC(OC)N(C)C, Cc1ccnc(-c2ccc(C)c([N+](=O)[O-])c2)c1, CN(C)C=O. Yields the product Cc1ccnc(-c2ccc(C=O)c([N+](=O)[O-])c2)c1. As a reaction SMILES: [CH3:18][O:19][CH:20]([O:21][CH3:22])[N:23]([CH3:24])[CH3:25].[CH3:1][c:2]1[cH:3][c:4](-[c:8]2[cH:9][c:10]([N+:15](=[O:16])[O-:17])[c:11]([CH3:14])[cH:12][cH:13]2)[n:5][cH:6][cH:7]1.[CH3:26][N:27]([CH3:28])[CH:29]=[O:30]>>[CH3:1][c:2]1[cH:3][c:4](-[c:8]2[cH:9][c:10]([N+:15](=[O:16])[O-:17])[c:11]([CH:14]=[O:19])[cH:12][cH:13]2)[n:5][cH:6][cH:7]1. Starting materials: Br[Mg]c1ccccc1, [Cl-], CC(=O)c1ccc(Cl)cc1, [NH4+], C1CCOC1. Product: CC(O)(c1ccccc1)c1ccc(Cl)cc1. As a reaction SMILES: [Br:1][Mg:2][c:3]1[cH:4][cH:5][cH:6][cH:7][cH:8]1.[Cl-:19].[Cl:9][c:10]1[cH:11][cH:12][c:13]([C:16]([CH3:17])=[O:18])[cH:14][cH:15]1.[NH4+:20].[O:21]1[CH2:22][CH2:23][CH2:24][CH2:25]1>>[c:3]1([C:16]([c:13]2[cH:12][cH:11][c:10]([Cl:9])[cH:15][cH:14]2)([CH3:17])[OH:18])[cH:4][cH:5][cH:6][cH:7][cH:8]1. Reactants: C1(=CC=CC=C1)S(=O)(=O)N (benzenesulfonamide), [H-].[Na+] (sodium hydride), CC1=NN(C(=C1C1=CC=CC=C1)C)C1=CC=C(C=C1)CCNC(OC1=CC=CC=C1)=O (Phenyl 2-[4-(3,5-dimethyl-4-phenyl-1H-pyrazol-1-yl)phenyl]ethylcarbamate), ice water. The solvent is CN(C=O)C (N,N-dimethylformamide), CN(C=O)C (N,N-dimethylformamide). Conditions: time 2 hour. Yields the product CC1=NN(C(=C1C1=CC=CC=C1)C)C1=CC=C(C=C1)CCNC(=O)NS(=O)(=O)C1=CC=CC=C1 (N-[({2-[4-(3,5-Dimethyl-4-phenyl-1H-pyrazol-1-yl)phenyl]ethyl}amino)carbonyl]benzenesulfonamide). The yield is 73.8%. RXN SMILES: [C:1]1([S:7]([NH2:10])(=[O:9])=[O:8])[CH:6]=[CH:5][CH:4]=[CH:3][CH:2]=1.[H-].[Na+].[CH3:13][C:14]1[C:18]([C:19]2[CH:24]=[CH:23][CH:22]=[CH:21][CH:20]=2)=[C:17]([CH3:25])[N:16]([C:26]2[CH:31]=[CH:30][C:29]([CH2:32][CH2:33][NH:34][C:35](=O)[O:36]C3C=CC=CC=3)=[CH:28][CH:27]=2)[N:15]=1>CN(C)C=O>[CH3:13][C:14]1[C:18]([C:19]2[CH:20]=[CH:21][CH:22]=[CH:23][CH:24]=2)=[C:17]([CH3:25])[N:16]([C:26]2[CH:27]=[CH:28][C:29]([CH2:32][CH2:33][NH:34][C:35]([NH:10][S:7]([C:1]3[CH:6]=[CH:5][CH:4]=[CH:3][CH:2]=3)(=[O:9])=[O:8])=[O:36])=[CH:30][CH:31]=2)[N:15]=1 |f:1.2|. Reported procedure: To a stirred solution of benzenesulfonamide (40 mg, 0.26 mmol), sodium hydride (11 mg, 0.49 mmol) and N,N-dimethylformamide (2 mL) was added dropwise a solution of phenyl 2-[4-(3,5-dimethyl-4-phenyl-1H-pyrazol-1-yl)phenyl]ethylcarbamate (step 1, 100 mg, 0.24 mmol) in N,N-dimethylformamide (2 mL) at room temperature. After 2 h, the mixture was poured into ice-water and extracted with dichloromethane. The organic layer was dried over MgSO4 and evaporated in vacuo. The residue was purified by TLC w... The reactants are ClCCl, OCc1cc2c(cn1)CCCC2. The product is O=Cc1cc2c(cn1)CCCC2. Reaction SMILES: [Cl:13][CH2:14][Cl:15].[cH:1]1[n:2][c:3]([CH2:11][OH:12])[cH:4][c:5]2[c:10]1[CH2:9][CH2:8][CH2:7][CH2:6]2>>[cH:1]1[n:2][c:3]([CH:11]=[O:12])[cH:4][c:5]2[c:10]1[CH2:9][CH2:8][CH2:7][CH2:6]2.